Dataset: the Open Reaction Database (ORD), a public repository of structured organic reaction records. Task: describe an organic reaction: reactants, conditions, products, and yield Reactants: ClCCl, C[Si](C)(C)N=C=O, CN(C)c1ccccn1, Fc1ccc(Oc2cc3nc(-c4ccccn4)[nH]c3cc2C2CCCN2)cc1, O. Product: NC(=O)N1CCCC1c1cc2[nH]c(-c3ccccn3)nc2cc1Oc1ccc(F)cc1. As a reaction SMILES: [CH2:17]([Cl:18])[Cl:19].[CH3:10][Si:11]([CH3:12])([CH3:13])[N:14]=[C:15]=[O:16].[CH3:1][N:2]([c:3]1[cH:4][cH:5][cH:6][cH:7][n:8]1)[CH3:9].[F:20][c:21]1[cH:22][cH:23][c:24]([O:25][c:26]2[cH:27][c:28]3[c:29]([nH:30][c:31](-[c:33]4[n:34][cH:35][cH:36][cH:37][cH:38]4)[n:32]3)[cH:39][c:40]2[CH:41]2[NH:42][CH2:43][CH2:44][CH2:45]2)[cH:46][cH:47]1.[OH2:48]>>[NH2:14][C:15](=[O:16])[N:42]1[CH:41]([c:40]2[c:26]([O:25][c:24]3[cH:23][cH:22][c:21]([F:20])[cH:47][cH:46]3)[cH:27][c:28]3[c:29]([nH:30][c:31](-[c:33]4[n:34][cH:35][cH:36][cH:37][cH:38]4)[n:32]3)[cH:39]2)[CH2:45][CH2:44][CH2:43]1. The reactants are OC=1C=C2C(=CNC2=CC1)C1C(NC(C1)=O)=O (3-(5-hydroxy-1H-indol-3-yl)-2,5-pyrrolidinedione), compound. Solvent: CO (methanol). The product is OC=1C=C2C(=CNC2=CC1)C=1C(NC(C1)=O)=O (3-(5-hydroxy-1H-indol-3-yl)-1H-pyrrole-2,5-dione). RXN SMILES: [OH:1][C:2]1[CH:3]=[C:4]2[C:8](=[CH:9][CH:10]=1)[NH:7][CH:6]=[C:5]2[CH:11]1[CH2:15][C:14](=[O:16])[NH:13][C:12]1=[O:17]>CO>[OH:1][C:2]1[CH:3]=[C:4]2[C:8](=[CH:9][CH:10]=1)[NH:7][CH:6]=[C:5]2[C:11]1[C:12](=[O:17])[NH:13][C:14](=[O:16])[CH:15]=1. Reported procedure: 3-(5-hydroxy-1H-indol-3-yl)-2,5-pyrrolidinedione 10% palladium-on-carbon (135 mg) is added to a solution of the compound of Step A of Preparation H (450 mg) in dry methanol (90 ml). After having purged in vacuo for 20 minutes, the reaction mixture is placed under a hydrogen atmosphere (1 atm) for 3 hours. Following filtration over Celite and evaporation of the filtrate, the expected product is obtained. Starting materials: FC=1C=C(C=CC1OCCCCBr)CC(=O)OC (methyl 3-floro-4-(4-bromobutyloxy)-phenylacetate), C1(=CC=CC=C1)C1=COC2=C1C=CC(=C2CCC)O (3-phenyl-6-hydroxy-7-propylbenzofuran). Product: FC=1C=C(C=CC1OCCC(C)OC1=C(C2=C(C(=CO2)C2=CC=CC=C2)C=C1)CCC)CC(=O)OC (methyl 3-fluoro-4-(3-(3-phenyl-7-propylbenzofuran-6-yloxy)butyloxy)-phenylacetate). Reaction SMILES: [F:1][C:2]1[CH:3]=[C:4]([CH2:14][C:15]([O:17][CH3:18])=[O:16])[CH:5]=[CH:6][C:7]=1[O:8][CH2:9][CH2:10][CH2:11][CH2:12]Br.[C:19]1([C:25]2[C:29]3[CH:30]=[CH:31][C:32]([OH:37])=[C:33]([CH2:34][CH2:35][CH3:36])[C:28]=3[O:27][CH:26]=2)[CH:24]=[CH:23][CH:22]=[CH:21][CH:20]=1>>[F:1][C:2]1[CH:3]=[C:4]([CH2:14][C:15]([O:17][CH3:18])=[O:16])[CH:5]=[CH:6][C:7]=1[O:8][CH2:9][CH2:10][CH:11]([O:37][C:32]1[CH:31]=[CH:30][C:29]2[C:25]([C:19]3[CH:24]=[CH:23][CH:22]=[CH:21][CH:20]=3)=[CH:26][O:27][C:28]=2[C:33]=1[CH2:34][CH2:35][CH3:36])[CH3:12]. Procedure details: Using the method of Example 27, step A, using methyl 3-floro-4-(4-bromobutyloxy)-phenylacetate and 3-phenyl-6-hydroxy-7-propylbenzofuran (Example 5, Step B) as the starting material, the title compound was obtained. Reactants: C(C)(C)(C)C1=CC=C(C=C1)S(=O)(=O)Cl (4-t-butylbenzenesulfonyl chloride), C1=NC=C(C2=CC=CC=C12)N1N=C(C=C1N)C (1-(isoquinolin-4-yl)-3-methyl-1H-pyrazol-5-amine). Run in N1=CC=CC=C1 (pyridine). Conditions: temperature 80 celsius. Product: C(C)(C)(C)C1=CC=C(C=C1)S(=O)(=O)NC1=CC(=NN1C1=CN=CC2=CC=CC=C12)C (4-t-butyl-N-(1-(isoquinolin-4-yl)-3-methyl-1H-pyrazol-5-yl)benzenesulfonamide). Yield: 33.3%. Reaction SMILES: [C:1]([C:5]1[CH:10]=[CH:9][C:8]([S:11](Cl)(=[O:13])=[O:12])=[CH:7][CH:6]=1)([CH3:4])([CH3:3])[CH3:2].[CH:15]1[C:24]2[C:19](=[CH:20][CH:21]=[CH:22][CH:23]=2)[C:18]([N:25]2[C:29]([NH2:30])=[CH:28][C:27]([CH3:31])=[N:26]2)=[CH:17][N:16]=1>N1C=CC=CC=1>[C:1]([C:5]1[CH:10]=[CH:9][C:8]([S:11]([NH:30][C:29]2[N:25]([C:18]3[C:19]4[C:24](=[CH:23][CH:22]=[CH:21][CH:20]=4)[CH:15]=[N:16][CH:17]=3)[N:26]=[C:27]([CH3:31])[CH:28]=2)(=[O:13])=[O:12])=[CH:7][CH:6]=1)([CH3:4])([CH3:3])[CH3:2]. Procedure details: A mixture of 4-t-butylbenzenesulfonyl chloride (0.10 g, 0.43 mmol) and 1-(isoquinolin-4-yl)-3-methyl-1H-pyrazol-5-amine (0.080 g, 0.36 mmol) in pyridine (5 mL) was heated at 80° C. for 15 h with stirring. After cooling to room temperature, the reaction mixture was concentrated in vacuo. The crude residue was purified by flash chromatography (SiO2, 50-100% ethyl acetate in hexanes) to give the title compound as a white solid (0.18 g, 0.12 mmol, 27%). 1H NMR (400 MHz, CDCl3) δ 8.89 (s, 1H), 8.02 (... Procedure: The reaction was carried out completely in the same manner as in Example 1, except that tris[tris(dimethylamino)phosphoranylideneamino](dioctylamino)phosphoranylideneamino phosphonium ethoxide: [(Me2N)3P═N]3P+{N═P[N(C8H17)2]}, C2H5O− was used instead of tetrakis[tris(dimethylamino)phosphoranylideneamino]phosphonium methoxide in Example 1. Objective ethoxybenzene was produced in the yield of 86%. Isolated yield 86.0%. Starting materials: [O-]CC.CN(C)P(N(C)C)(N(C)C)=N[P+](N=[PH2]N(CCCCCCCC)CCCCCCCC)(N=P(N(C)C)(N(C)C)N(C)C)N=P(N(C)C)(N(C)C)N(C)C (tris[tris(dimethylamino)phosphoranylideneamino](dioctylamino)phosphoranylideneamino phosphonium ethoxide), N═P[N(C8H17)2]. Reaction SMILES: [O-:1][CH2:2][CH3:3].CN(P(=N[P+](N=P(N(C)C)(N(C)C)N(C)C)(N=P(N(C)C)(N(C)C)N(C)C)N=[PH2]N(CC[CH2:29][CH2:30][CH2:31][CH2:32][CH2:33][CH3:34])CCCCCCCC)(N(C)C)N(C)C)C>P(N(C)C)(N(C)C)N(C)C>[CH2:2]([O:1][C:29]1[CH:30]=[CH:31][CH:32]=[CH:33][CH:34]=1)[CH3:3] |f:0.1|. Yields the product C(C)OC1=CC=CC=C1 (ethoxybenzene). Run in P(N(C)C)(N(C)C)N(C)C ((Me2N)3P). Starting materials: CC(C)([O-])C.[K+] (Potassium tert-butoxide), CC=1C=CC=C2C=CNC12 (7-methyl-1H-indole), FC1=NC(=CC(=C1)F)F (2,4,6-trifluoropyridine). Solvent: C(Cl)Cl (DCM), CS(=O)C (DMSO). Product: FC1=NC(=CC(=C1)N1C=CC2=CC=CC(=C12)C)F (1-(2,6-difluoropyridin-4-yl)-7-methyl-1H-indole). RXN SMILES: CC(C)([O-])C.[K+].[CH3:7][C:8]1[CH:9]=[CH:10][CH:11]=[C:12]2[C:16]=1[NH:15][CH:14]=[CH:13]2.[F:17][C:18]1[CH:23]=[C:22](F)[CH:21]=[C:20]([F:25])[N:19]=1>CS(C)=O.C(Cl)Cl>[F:17][C:18]1[CH:23]=[C:22]([N:15]2[C:16]3[C:12](=[CH:11][CH:10]=[CH:9][C:8]=3[CH3:7])[CH:13]=[CH:14]2)[CH:21]=[C:20]([F:25])[N:19]=1 |f:0.1|. Reported procedure: Potassium tert-butoxide (410 mg, 3.6 mmol) is added to a mixture of 7-methyl-1H-indole (470 mg, 3.6 mmol) in DMSO (20 ml) with ice cooling. Stirring is continued for 10 minutes before 2,4,6-trifluoropyridine E (350 μl, 3.6 mmol) is added dropwise. The mixture is warmed to RT and stirred for 2 h. The mixture is diluted with DCM and extracted with water. The combined organic layers are dried over MgSO4 and concentrated in vacuo. The product is purified by RP HPLC. Yield: 350 mg (40%). HPLC-MS: M+H...